This data is from the Open Reaction Database (ORD), a public repository of structured organic reaction records. The task is: describe an organic reaction: reactants, conditions, products, and yield Reported procedure: A solution of 6-fluoro-2(3H)-benzoxazolone (1.0 g) in 80% aqueous sulfuric acid (6.5 g) was cooled to 0° to 5° C., and 60% nitric acid (0.8 g) was gradually added thereto at 0° to 5° C. The resultant mixture was stirred at the same temperature for 30 minutes and poured onto ice water. The precipitated crystals were collected by filtration, washed with water and dried to give 6-fluoro-5-nitro-2(3H)-benzoxazolone (1.1 g). m.p., 175.4° C. Isolated yield 85.0%. The reactants are [N+](=O)(O)[O-] (nitric acid), FC1=CC2=C(NC(O2)=O)C=C1 (6-fluoro-2(3H)-benzoxazolone), resultant mixture. Yields the product FC1=CC2=C(NC(O2)=O)C=C1[N+](=O)[O-] (6-fluoro-5-nitro-2(3H)-benzoxazolone). Run in S(O)(O)(=O)=O (sulfuric acid). As a reaction SMILES: [F:1][C:2]1[CH:11]=[CH:10][C:5]2[NH:6][C:7](=[O:9])[O:8][C:4]=2[CH:3]=1.[N+:12]([O-])([OH:14])=[O:13]>S(=O)(=O)(O)O>[F:1][C:2]1[C:11]([N+:12]([O-:14])=[O:13])=[CH:10][C:5]2[NH:6][C:7](=[O:9])[O:8][C:4]=2[CH:3]=1. Starting materials: C(C)OP(=O)(OCC)C(CCC1=CC=C(C(=O)OCC)C=C1)(OC)OC (ethyl 4-(diethoxyphosphoryl-3,3-dimethoxypropyl)benzoate), C(C)OP(=O)(OCC)C(CCC1=CC=C(C(=O)OCC)C=C1)(OC)OC (ethyl 4-(diethoxyphosphoryl-3,3-dimethoxypropyl)benzoate), [Li]CCCC (n-BuLi), CC1(OC2=CC=C(C=C2C(=C1)C1=CC=C(C=C1)C)C=O)C (2,2-dimethyl-4(tol-4-yl)-chrom-3-en-6-al), CC1(OC2=CC=C(C=C2C(=C1)C1=CC=C(C=C1)C)C=O)C (2,2-dimethyl-4(tol-4-yl)-chrom-3-en-6-al), Cl[Sn](Cl)(Cl)Cl (SnCl4). The solvent is C1CCOC1 (THF), CCCCCC (hexane), ClCCl (dichloromethane), C(C)(=O)OCC (ethyl acetate), C1CCOC1 (THF), ClCCl (dichloromethane). Conditions: time 5 minute. The product is C(C)OC(C1=CC=C(C=C1)C=1C=CC2=C(C=C3C(=CC(OC3=C2)(C)C)C2=CC=C(C=C2)C)C1)=O (Ethyl-4-[2,2-dimethyl-4-(tol-4-yl)-benzo[1,2-g]-chrom-3-en-7-yl]benzoate). RXN SMILES: C(OP([C:9](OC)(OC)[CH2:10][CH2:11][C:12]1[CH:22]=[CH:21][C:15]([C:16]([O:18][CH2:19][CH3:20])=[O:17])=[CH:14][CH:13]=1)(OCC)=O)C.[Li]CCCC.[CH3:32][C:33]1([CH3:52])[CH:42]=[C:41]([C:43]2[CH:48]=[CH:47][C:46]([CH3:49])=[CH:45][CH:44]=2)[C:40]2[C:35](=[CH:36][CH:37]=[C:38]([CH:50]=O)[CH:39]=2)[O:34]1.Cl[Sn](Cl)(Cl)Cl>C1COCC1.CCCCCC.C(OCC)(=O)C.ClCCl>[CH2:19]([O:18][C:16](=[O:17])[C:15]1[CH:14]=[CH:13][C:12]([C:11]2[CH:50]=[CH:38][C:37]3[CH:36]=[C:35]4[C:40]([C:41]([C:43]5[CH:48]=[CH:47][C:46]([CH3:49])=[CH:45][CH:44]=5)=[CH:42][C:33]([CH3:52])([CH3:32])[O:34]4)=[CH:39][C:9]=3[CH:10]=2)=[CH:22][CH:21]=1)[CH3:20]. Reported procedure: To a cold (-78° C.) solution of ethyl 4-(diethoxyphosphoryl-3,3-dimethoxypropyl)benzoate (Compound D, 1.4 g, 3.6 mmol) in THF (9 mL) was added n-BuLi in hexane (1.6M solution, 2.8 mL). The mixture was gradually warmed to ambient temperature over 30 minutes and stirred for 5 minutes. To this mixture was added 2,2-dimethyl-4(tol-4-yl)-chrom-3-en-6-al (Compound Q, 260 mg, 0.93 mmol) in THF (1 mL) at ambient temperature and the mixture was stirred for 5 hours. The reaction mixture was diluted with e... Reactants: C(=O)=O (dry ice), C(=O)(C(F)(F)F)O (TFA), C(CCC)[Li] (n-butyl lithium), BrC1=C(C(=C(C(=C1)F)F)C(F)(F)F)F (1-bromo-2,4,5-trifluoro-3-(trifluoromethyl)benzene). The solvent is CCOCC (ether), CCOCC (ether). Conditions: temperature 20 celsius. The product is FC1=C(C(=O)O)C=C(C(=C1C(F)(F)F)F)F (2,4,5-trifluoro-3-(trifluoromethyl)benzoic acid). Yield: 69.0%. As a reaction SMILES: C([Li])CCC.Br[C:7]1[CH:12]=[C:11]([F:13])[C:10]([F:14])=[C:9]([C:15]([F:18])([F:17])[F:16])[C:8]=1[F:19].[C:20](=[O:22])=[O:21].C(O)(C(F)(F)F)=O>CCOCC>[F:19][C:8]1[C:9]([C:15]([F:18])([F:17])[F:16])=[C:10]([F:14])[C:11]([F:13])=[CH:12][C:7]=1[C:20]([OH:22])=[O:21]. Procedure details: A solution of n-butyl lithium (2.6M in hexanes, 9.6 mL, 25 mmol) was added dropwise through an addition funnel over 15 minutes to a solution of 1-bromo-2,4,5-trifluoro-3-(trifluoromethyl)benzene (7.00 g, 25 mmol) in ether (100 mL) stirred under N2 at -78°. After 5 minutes the rxn mixture was rapidly blown by catheter onto a suspension of dry ice (100 g) in ether (100 mL). After 5 minutes TFA (2 mL) was added to this. When the solution had warmed up to 20° C., it was washed with diluted HCl (0.5M... Product: FC1=CC=C(C(=O)C2=CC=C(C=C2)OC)C=C1 (4-fluoro-4′-methoxy-benzophenone). Conditions: time 2 hour. Isolated yield 94.4%. Reactants: C1(=CC=CC=C1)OC (Anisole), FC1=CC=C(C(=O)Cl)C=C1 (4-fluorobenzoyl chloride), [Cl-].[Al+3].[Cl-].[Cl-] (Aluminum chloride), Cl (HCl). Procedure: Anisole (27.5 grams), 4-fluorobenzoyl chloride (35 grams) and dichloromethane (250 mL) were combined in a reaction flask. Aluminum chloride (30.8 grams) was added to the reaction mixture slowly over 20 minutes. Stirred the reaction mixture at room temperature for two hours and then poured it into a mixture of 70 mL concentrated HCl and 500 mL of water. The layers were phase separated and the aqueous layer was extracted with 2 portions of dichloromethane (300 mL each). The organic portions were c... Solvent: ClCCl (dichloromethane), O (water). RXN SMILES: [C:1]1([O:7][CH3:8])[CH:6]=[CH:5][CH:4]=[CH:3][CH:2]=1.[F:9][C:10]1[CH:18]=[CH:17][C:13]([C:14](Cl)=[O:15])=[CH:12][CH:11]=1.[Cl-].[Al+3].[Cl-].[Cl-].Cl>O.ClCCl>[F:9][C:10]1[CH:18]=[CH:17][C:13]([C:14]([C:4]2[CH:5]=[CH:6][C:1]([O:7][CH3:8])=[CH:2][CH:3]=2)=[O:15])=[CH:12][CH:11]=1 |f:2.3.4.5|.